This data is from the Open Reaction Database (ORD), a public repository of structured organic reaction records. The task is: describe an organic reaction: reactants, conditions, products, and yield The reactants are [Li]CCCC, C1CCCCC1, C1COCCN1, CCCCCC, [Li]C(C)CC, CCCCCC=O, Cl, C1CCOC1, O=Cc1ccoc1. The product is CCCCCC(O)c1cc(C=O)co1. As a reaction SMILES: [CH2:1]([Li:2])[CH2:3][CH2:4][CH3:5].[CH2:43]1[CH2:44][CH2:45][CH2:46][CH2:47][CH2:48]1.[CH2:6]1[NH:7][CH2:8][CH2:9][O:10][CH2:11]1.[CH3:32][CH2:33][CH2:34][CH2:35][CH2:36][CH3:37].[CH:19]([Li:20])([CH2:21][CH3:22])[CH3:23].[CH:24]([CH2:25][CH2:26][CH2:27][CH2:28][CH3:29])=[O:30].[ClH:31].[O:38]1[CH2:39][CH2:40][CH2:41][CH2:42]1.[o:12]1[cH:13][c:14]([CH:17]=[O:18])[cH:15][cH:16]1>>[o:12]1[cH:13][c:14]([CH:17]=[O:18])[cH:15][c:16]1[CH:24]([CH2:25][CH2:26][CH2:27][CH2:28][CH3:29])[OH:30]. The reactants are C(C)(C)(C)OC1=CC=C(C=C)C=C1 (p-tert-Butoxystyrene), C(C=C)(=O)OC1CCCCC1 (cyclohexyl acrylate), N(=NC(C#N)(C)C)C(C#N)(C)C (2,2′-azobisisobutyronitrile). Run in CO (methanol), C(C)(C)O (isopropanol). The product is C(C)(C)(C)OC1=CC=C(C=C)C=C1.C(C=C)(=O)OC1CCCCC1 (p-tert-butoxystyrene cyclohexyl acrylate). As a reaction SMILES: [C:1]([O:5][C:6]1[CH:13]=[CH:12][C:9]([CH:10]=[CH2:11])=[CH:8][CH:7]=1)([CH3:4])([CH3:3])[CH3:2].[C:14]([O:18][CH:19]1[CH2:24][CH2:23][CH2:22][CH2:21][CH2:20]1)(=[O:17])[CH:15]=[CH2:16].N(C(C)(C)C#N)=NC(C)(C)C#N>C(O)(C)C.CO>[C:1]([O:5][C:6]1[CH:7]=[CH:8][C:9]([CH:10]=[CH2:11])=[CH:12][CH:13]=1)([CH3:4])([CH3:2])[CH3:3].[C:14]([O:18][CH:19]1[CH2:24][CH2:23][CH2:22][CH2:21][CH2:20]1)(=[O:17])[CH:15]=[CH2:16] |f:5.6|. Procedure details: p-tert-Butoxystyrene (176.3 g (1.0 mol)) and 16.2 g (0.105 mol) of cyclohexyl acrylate were dissolved in 250 ml of isopropanol, and in a nitrogen stream, 2,2′-azobisisobutyronitrile was added. The mixture was allowed to undergo a polymerization reaction at 75° C. for 6 hours. The reaction solution was cooled and then poured in 5,000 ml of methanol for crystallization. The precipitated crystal was collected by filtration, washed with methanol and dried under reduced pressure to obtain 172.5 g of ... Starting materials: CC(C)(C)OC(=O)NC(C)(CO[Si](C)(C)C(C)(C)C)C(=O)O, CCOC(C)=O, CCN(C(C)C)C(C)C, Cl, CN1CC(c2ccccc2)C2(CCCN(C(=O)C(N)COCc3ccccc3)C2)C1=O, CN(C)C=O. The product is CN1CC(c2ccccc2)C2(CCCN(C(=O)C(COCc3ccccc3)NC(=O)C(C)(CO[Si](C)(C)C(C)(C)C)NC(=O)OC(C)(C)C)C2)C1=O. RXN SMILES: [C:1]([CH3:2])([CH3:3])([CH3:4])[O:5][C:6](=[O:7])[NH:8][C:9]([C:10](=[O:11])[OH:12])([CH2:13][O:14][Si:15]([CH3:16])([CH3:17])[C:18]([CH3:19])([CH3:20])[CH3:21])[CH3:22].[CH3:68][CH2:69][O:70][C:71]([CH3:72])=[O:73].[CH:23]([N:24]([CH2:25][CH3:26])[CH:27]([CH3:28])[CH3:29])([CH3:30])[CH3:31].[ClH:74].[NH2:32][CH:33]([C:34](=[O:35])[N:36]1[CH2:37][C:38]2([CH:39]([c:45]3[cH:46][cH:47][cH:48][cH:49][cH:50]3)[CH2:40][N:41]([CH3:44])[C:42]2=[O:43])[CH2:51][CH2:52][CH2:53]1)[CH2:54][O:55][CH2:56][c:57]1[cH:58][cH:59][cH:60][cH:61][cH:62]1.[O:63]=[CH:64][N:65]([CH3:66])[CH3:67]>>[C:1]([CH3:2])([CH3:3])([CH3:4])[O:5][C:6](=[O:7])[NH:8][C:9]([C:10](=[O:12])[NH:32][CH:33]([C:34](=[O:35])[N:36]1[CH2:37][C:38]2([CH:39]([c:45]3[cH:46][cH:47][cH:48][cH:49][cH:50]3)[CH2:40][N:41]([CH3:44])[C:42]2=[O:43])[CH2:51][CH2:52][CH2:53]1)[CH2:54][O:55][CH2:56][c:57]1[cH:58][cH:59][cH:60][cH:61][cH:62]1)([CH2:13][O:14][Si:15]([CH3:16])([CH3:17])[C:18]([CH3:19])([CH3:20])[CH3:21])[CH3:22]. Reactants: CO, CC(C)(C)OC(=O)N1CC(N=[N+]=[N-])C1. Yields the product CC(C)(C)OC(=O)N1CC(N)C1. Reaction SMILES: [CH3:15][OH:16].[N:1](=[N+:2]=[N-:3])[CH:4]1[CH2:5][N:6]([C:8](=[O:9])[O:10][C:11]([CH3:12])([CH3:13])[CH3:14])[CH2:7]1>>[NH2:1][CH:4]1[CH2:5][N:6]([C:8](=[O:9])[O:10][C:11]([CH3:12])([CH3:13])[CH3:14])[CH2:7]1. Reactants: CCOC(=O)n1[nH]c(=O)c2ccccc21, CC(C)C[Al+]CC(C)C, Cc1ccccc1, ClC(Cl)Cl, [H-], CCOC(=O)N=NC(=O)OCC, c1ccc(P(c2ccccc2)c2ccccc2)cc1, OCC=Cc1cccnc1, COC(=O)C=Cc1cccnc1. Yields the product CCOC(=O)n1c2ccccc2c(=O)n1CC=Cc1cccnc1. RXN SMILES: [C:13](=[O:14])([O:15][CH2:16][CH3:17])[n:18]1[nH:19][c:20](=[O:27])[c:21]2[cH:22][cH:23][cH:24][cH:25][c:26]12.[CH2:70]([Al+:71][CH2:72][CH:73]([CH3:74])[CH3:75])[CH:76]([CH3:77])[CH3:78].[CH3:83][c:84]1[cH:85][cH:86][cH:87][cH:88][cH:89]1.[CH:79]([Cl:80])([Cl:81])[Cl:82].[H-:69].[O:1]=[C:2]([O:3][CH2:4][CH3:5])[N:6]=[N:7][C:8]([O:9][CH2:10][CH3:11])=[O:12].[c:28]1([P:29]([c:30]2[cH:31][cH:32][cH:33][cH:34][cH:35]2)[c:36]2[cH:37][cH:38][cH:39][cH:40][cH:41]2)[cH:42][cH:43][cH:44][cH:45][cH:46]1.[n:47]1[cH:48][c:49]([CH:53]=[CH:54][CH2:55][OH:56])[cH:50][cH:51][cH:52]1.[n:57]1[cH:58][cH:59][cH:60][c:61]([CH:62]=[CH:63][C:64]([O:65][CH3:66])=[O:67])[cH:68]1>>[C:13](=[O:14])([O:15][CH2:16][CH3:17])[n:18]1[n:19]([CH2:55][CH:54]=[CH:53][c:49]2[cH:48][n:47][cH:52][cH:51][cH:50]2)[c:20](=[O:27])[c:21]2[cH:22][cH:23][cH:24][cH:25][c:26]12.